This data is from the Open Reaction Database (ORD), a public repository of structured organic reaction records. The task is: describe an organic reaction: reactants, conditions, products, and yield Reactants: CC[SiH](CC)CC, CCOC(=O)c1cc(C(=O)CCc2ccccc2)c[nH]1, O=C(O)C(F)(F)F. Yields the product CCOC(=O)c1cc(CCCc2ccccc2)c[nH]1. Reaction SMILES: [CH2:1]([SiH:2]([CH2:3][CH3:4])[CH2:5][CH3:6])[CH3:7].[CH2:8]([CH3:9])[O:10][C:11](=[O:12])[c:13]1[nH:14][cH:15][c:16]([C:18]([CH2:19][CH2:20][c:21]2[cH:22][cH:23][cH:24][cH:25][cH:26]2)=[O:27])[cH:17]1.[OH:28][C:29]([C:30]([F:31])([F:32])[F:33])=[O:34]>>[CH2:8]([CH3:9])[O:10][C:11](=[O:12])[c:13]1[nH:14][cH:15][c:16]([CH2:18][CH2:19][CH2:20][c:21]2[cH:22][cH:23][cH:24][cH:25][cH:26]2)[cH:17]1. As a reaction SMILES: [NH2:1][CH2:2][CH:3]1[CH2:8][CH2:7][NH:6][CH2:5][CH2:4]1.C(=O)C1C=CC=CC=1.ClCCl.[CH2:20]([O:27][C:28](ON1C(=O)CCC1=O)=[O:29])[C:21]1[CH:26]=[CH:25][CH:24]=[CH:23][CH:22]=1>C1(C)C=CC=CC=1>[NH2:1][CH2:2][CH:3]1[CH2:8][CH2:7][N:6]([C:28]([O:27][CH2:20][C:21]2[CH:26]=[CH:25][CH:24]=[CH:23][CH:22]=2)=[O:29])[CH2:5][CH2:4]1. Reaction conditions: time 10 minute. Reactants: C(C1=CC=CC=C1)OC(=O)ON1C(CCC1=O)=O (N-(benzyloxycarbonyloxy)succinimide), NCC1CCNCC1 (4-Aminomethylpiperidine), C(C1=CC=CC=C1)=O (benzaldehyde), ClCCl (dichloromethane). Yields the product NCC1CCN(CC1)C(=O)OCC1=CC=CC=C1 (benzyl 4-(aminomethyl)piperidine-1-carboxylate). Procedure details: 4-Aminomethylpiperidine (40 g, 350 mmol) and benzaldehyde (37.3 mL, 368 mmol) in toluene (600 mL) were heated to reflux under dean stark conditions for 2 h. The resulting reaction mixture was cooled to room temperature and 500 mL dichloromethane was added. The resulting solution was cooled to 5° C. and treated with N-(benzyloxycarbonyloxy)succinimide (91.7 g, 368 mmol). After 10 min, the cooling bath was removed and the reaction mixture stirred for 1 h. The solvents were evaporated and the resul... Run in C1(=CC=CC=C1)C (toluene). Starting materials: CO, [K+], [OH-], COC(=O)C(OC)c1ccc(-n2cccn2)cc1. The product is COC(C(=O)O)c1ccc(-n2cccn2)cc1. Reaction SMILES: [CH3:21][OH:22].[K+:20].[OH-:19].[n:1]1(-[c:6]2[cH:7][cH:8][c:9]([CH:12]([C:13](=[O:14])[O:15][CH3:16])[O:17][CH3:18])[cH:10][cH:11]2)[n:2][cH:3][cH:4][cH:5]1>>[n:1]1(-[c:6]2[cH:7][cH:8][c:9]([CH:12]([C:13](=[O:14])[OH:15])[O:17][CH3:18])[cH:10][cH:11]2)[n:2][cH:3][cH:4][cH:5]1. Starting materials: CN(C)c1ccc(C(=O)O)c([N+](=O)[O-])c1, CN(C)c1ccncc1, ClCCl, NC1CCN(C(c2ccccc2)c2ccccc2)CC1. Product: CN(C)c1ccc(C(=O)NC2CCN(C(c3ccccc3)c3ccccc3)CC2)c([N+](=O)[O-])c1. RXN SMILES: [CH3:1][N:2]([c:3]1[cH:4][c:5]([N+:12](=[O:13])[O-:14])[c:6]([C:7](=[O:8])[OH:9])[cH:10][cH:11]1)[CH3:15].[CH3:36][N:37]([c:38]1[cH:39][cH:40][n:41][cH:42][cH:43]1)[CH3:44].[Cl:45][CH2:46][Cl:47].[NH2:16][CH:17]1[CH2:18][CH2:19][N:20]([CH:23]([c:24]2[cH:25][cH:26][cH:27][cH:28][cH:29]2)[c:30]2[cH:31][cH:32][cH:33][cH:34][cH:35]2)[CH2:21][CH2:22]1>>[CH3:1][N:2]([c:3]1[cH:4][c:5]([N+:12](=[O:13])[O-:14])[c:6]([C:7](=[O:9])[NH:16][CH:17]2[CH2:18][CH2:19][N:20]([CH:23]([c:24]3[cH:25][cH:26][cH:27][cH:28][cH:29]3)[c:30]3[cH:31][cH:32][cH:33][cH:34][cH:35]3)[CH2:21][CH2:22]2)[cH:10][cH:11]1)[CH3:15]. Reactants: C(C)(C)(C)OC(=O)N[C@@H](CC1=CC=C(C=C1)OC(C)(C)C)C(=O)N([C@H](CCSC)C(=O)NCCCC1=CC=CC=C1)C ([N-(tert-butyloxycarbonyl)-O-(tert-butyl)-L-tyrosyl]-N2 -methyl-N-(3-phenylpropyl)-D-methioninamide), C(C)(=O)OCC.Cl (hydrogen chloride-ethyl acetate). The product is Cl.N[C@@H](CC1=CC=C(C=C1)O)C(=O)N([C@H](CCSC)C(=O)NCCCC1=CC=CC=C1)C (L-tyrosyl-N2 -methyl-N-(3-phenylpropyl)-D-methioninamide monohydrochloride). As a reaction SMILES: C(OC([NH:8][C@H:9]([C:22]([N:24]([CH3:42])[C@@H:25]([C:30]([NH:32][CH2:33][CH2:34][CH2:35][C:36]1[CH:41]=[CH:40][CH:39]=[CH:38][CH:37]=1)=[O:31])[CH2:26][CH2:27][S:28][CH3:29])=[O:23])[CH2:10][C:11]1[CH:16]=[CH:15][C:14]([O:17]C(C)(C)C)=[CH:13][CH:12]=1)=O)(C)(C)C.C(OCC)(=O)C.[ClH:49]>>[ClH:49].[NH2:8][C@H:9]([C:22]([N:24]([CH3:42])[C@@H:25]([C:30]([NH:32][CH2:33][CH2:34][CH2:35][C:36]1[CH:37]=[CH:38][CH:39]=[CH:40][CH:41]=1)=[O:31])[CH2:26][CH2:27][S:28][CH3:29])=[O:23])[CH2:10][C:11]1[CH:16]=[CH:15][C:14]([OH:17])=[CH:13][CH:12]=1 |f:1.2,3.4|. Procedure details: A solution of [N-(tert-butyloxycarbonyl)-O-(tert-butyl)-L-tyrosyl]-N2 -methyl-N-(3-phenylpropyl)-D-methioninamide (1.81 g.) in hydrogen chloride-ethyl acetate (3.4 N, 20 ml.) was stirred for one hour at room temperature, then stripped of volatiles. The product was crystallized from isopropyl alcohol, affording L-tyrosyl-N2 -methyl-N-(3-phenylpropyl)-D-methioninamide monohydrochloride (966 mg.; m.r. 208°-210° C.; [α]D25 +85.7°, c=1, methanol), whose free base is the compound of Formula II wherein... Starting materials: BrC(C(=O)C1=CC(=C(C(=C1)C(C)(C)C)O)C(C)(C)C)C (2-bromo-1-(3,5-di-tert-butyl-4-hydroxyphenyl)-propan-1-one), [OH-].[K+] (potassium hydroxide), C(C)O (ethanol), Cl (hydrochloric acid), O (water). Solvent: CN1C(CCC1)=O (n-methylpyrrolidone). Run at time 1 hour. The product is C(C)(C)(C)C=1C=C(C=C(C1O)C(C)(C)C)C(C(C)OCC)=O (1-(3,5-di-tert-butyl-4-hydroxyphenyl)-2-ethoxy-propan-1-one). Yield: 45.0%. As a reaction SMILES: [OH-].[K+].Br[CH:4]([CH3:22])[C:5]([C:7]1[CH:12]=[C:11]([C:13]([CH3:16])([CH3:15])[CH3:14])[C:10]([OH:17])=[C:9]([C:18]([CH3:21])([CH3:20])[CH3:19])[CH:8]=1)=[O:6].Cl.O.[CH2:25]([OH:27])[CH3:26]>CN1CCCC1=O>[C:18]([C:9]1[CH:8]=[C:7]([C:5](=[O:6])[CH:4]([O:27][CH2:25][CH3:26])[CH3:22])[CH:12]=[C:11]([C:13]([CH3:16])([CH3:15])[CH3:14])[C:10]=1[OH:17])([CH3:21])([CH3:20])[CH3:19] |f:0.1|. Reported procedure: 6.6 g (117 mmol) of potassium hydroxide are dissolved in 130 ml of ethanol and stirred for one hour. Then 10.0 g (29.3 mmol) of 2-bromo-1-(3,5-di-tert-butyl-4-hydroxyphenyl)-propan-1-one dissolved in 20 ml of n-methylpyrrolidone is added at room temperature while stirring. After stirring for 20 hours the reaction mixture is cooled with an ice bath and 5 ml of concentrated hydrochloric acid and 150 ml of water is added. Then ethanol is evaporated, 200 ml of ethylacetate added and the water phase ...